describe an organic reaction: reactants, conditions, products, and yield From a dataset of the Open Reaction Database (ORD), a public repository of structured organic reaction records. Run in C(C)O (ethanol). The product is C(C)(CC)C1=CC=C(C=C1)N1C(=NC2=CC=C(C=C2C1=O)S(=O)(=O)C)C1=CC(=C(C(=C1)C)OCCO)C (3-(4-sec-butylphenyl)-2-(4-(2-hydroxyethoxy)-3,5-dimethylphenyl)-6-(methylsulfonyl)quinazolin-4(3H)-one). Procedure: To a solution of 2-amino-N-(4-sec-butyl-phenyl)-5-methanesulfonyl-benzamide (0.21 g, 0.58 mmol) and 4-(2-hydroxy-ethoxy)-3,5-dimethyl-benzaldehyde (0.13 g, 0.64 mmol) in anhydrous ethanol (20 mL) was added anhydrous copper (II) chloride (0.440 g, 3.27 mmol) and the reaction mixture was refluxed for 48 hours. The solvent was evaporated in vacuo and the product was extracted with dichloromethane. The solvent was evaporated in vacuo and the residue was triturated with ether and methanol/ethyl aceta... Starting materials: NC1=C(C(=O)NC2=CC=C(C=C2)C(C)CC)C=C(C=C1)S(=O)(=O)C (2-amino-N-(4-sec-butyl-phenyl)-5-methanesulfonyl-benzamide), OCCOC1=C(C=C(C=O)C=C1C)C (4-(2-hydroxy-ethoxy)-3,5-dimethyl-benzaldehyde). Reaction SMILES: [NH2:1][C:2]1[CH:20]=[CH:19][C:18]([S:21]([CH3:24])(=[O:23])=[O:22])=[CH:17][C:3]=1[C:4]([NH:6][C:7]1[CH:12]=[CH:11][C:10]([CH:13]([CH2:15][CH3:16])[CH3:14])=[CH:9][CH:8]=1)=[O:5].[OH:25][CH2:26][CH2:27][O:28][C:29]1[C:36]([CH3:37])=[CH:35][C:32]([CH:33]=O)=[CH:31][C:30]=1[CH3:38]>C(O)C.[Cu](Cl)Cl>[CH:13]([C:10]1[CH:9]=[CH:8][C:7]([N:6]2[C:4](=[O:5])[C:3]3[C:2](=[CH:20][CH:19]=[C:18]([S:21]([CH3:24])(=[O:23])=[O:22])[CH:17]=3)[N:1]=[C:33]2[C:32]2[CH:35]=[C:36]([CH3:37])[C:29]([O:28][CH2:27][CH2:26][OH:25])=[C:30]([CH3:38])[CH:31]=2)=[CH:12][CH:11]=1)([CH2:15][CH3:16])[CH3:14]. Reagents/catalysts: [Cu](Cl)Cl (copper (II) chloride). Starting materials: [OH-].[Na+] (sodium hydroxide), C(C)(C)(C)OC(=O)N1CC(OCC1)C1=CC=C(C=C1)NCC1=CC=C(C=C1)Cl ((RS)-2-[4-(4-chloro-benzylamino)-phenyl]-morpholine-4-carboxylic acid tert-butyl ester), Cl (hydrogen chloride). Solvent: C1CCOC1 (THF), O1CCOCC1 (dioxane). Run at temperature 60 celsius. The product is ClC1=CC=C(CNC2=CC=C(C=C2)C2CNCCO2)C=C1 ((RS)-(4-chloro-benzyl)-(4-morpholin-2-yl-phenyl)-amine). Yield: 70.4%. RXN SMILES: C(OC([N:8]1[CH2:13][CH2:12][O:11][CH:10]([C:14]2[CH:19]=[CH:18][C:17]([NH:20][CH2:21][C:22]3[CH:27]=[CH:26][C:25]([Cl:28])=[CH:24][CH:23]=3)=[CH:16][CH:15]=2)[CH2:9]1)=O)(C)(C)C.Cl.[OH-].[Na+]>C1COCC1.O1CCOCC1>[Cl:28][C:25]1[CH:26]=[CH:27][C:22]([CH2:21][NH:20][C:17]2[CH:16]=[CH:15][C:14]([CH:10]3[O:11][CH2:12][CH2:13][NH:8][CH2:9]3)=[CH:19][CH:18]=2)=[CH:23][CH:24]=1 |f:2.3|. Procedure: To a stirred solution of (RS)-2-[4-(4-chloro-benzylamino)-phenyl]-morpholine-4-carboxylic acid tert-butyl ester (68 mg) in THF (2 ml) was added dropwise a solution of hydrogen chloride in dioxane (0.34 ml, 4 M solution) and the mixture was heated at 60° C. overnight. The mixture was then cooled to room temperature and poured into 1 M aq. sodium hydroxide solution. The mixture was extracted twice with ethyl acetate and the combined organic layers were dried over Na2SO4, filtered and concentrated ... Starting materials: ClC1=NC2=CC=CC(=C2C(=N1)NCC1=NC=CC=C1)C1=CC=CC=C1 (2-chloro-5-phenyl-N-(pyridin-2-ylmethyl)quinazolin-4-amine), COC1=NC=C(C=N1)B(O)O (2-methoxypyrimidin-5-ylboronic acid), C([O-])([O-])=O.[K+].[K+] (potassium carbonate). The reagents and catalysts are C=1C=CC(=CC1)[P](C=2C=CC=CC2)(C=3C=CC=CC3)[Pd]([P](C=4C=CC=CC4)(C=5C=CC=CC5)C=6C=CC=CC6)([P](C=7C=CC=CC7)(C=8C=CC=CC8)C=9C=CC=CC9)[P](C=1C=CC=CC1)(C=1C=CC=CC1)C=1C=CC=CC1 (tetrakis(triphenylphosphine)palladium). Run in CN(C)C=O (DMF), O (H2O). Run at temperature 90 celsius, time 12 hour. Yields the product COC1=NC=C(C=N1)C1=NC2=CC=CC(=C2C(=N1)NCC1=NC=CC=C1)C1=CC=CC=C1 (2-(2-methoxypyrimidin-5-yl)-5-phenyl-N-(pyridin-2-ylmethyl)quinazolin-4-amine). Yield: 56.0%. Reaction SMILES: Cl[C:2]1[N:11]=[C:10]([NH:12][CH2:13][C:14]2[CH:19]=[CH:18][CH:17]=[CH:16][N:15]=2)[C:9]2[C:4](=[CH:5][CH:6]=[CH:7][C:8]=2[C:20]2[CH:25]=[CH:24][CH:23]=[CH:22][CH:21]=2)[N:3]=1.[CH3:26][O:27][C:28]1[N:33]=[CH:32][C:31](B(O)O)=[CH:30][N:29]=1.C(=O)([O-])[O-].[K+].[K+]>CN(C=O)C.O.C1C=CC([P]([Pd]([P](C2C=CC=CC=2)(C2C=CC=CC=2)C2C=CC=CC=2)([P](C2C=CC=CC=2)(C2C=CC=CC=2)C2C=CC=CC=2)[P](C2C=CC=CC=2)(C2C=CC=CC=2)C2C=CC=CC=2)(C2C=CC=CC=2)C2C=CC=CC=2)=CC=1>[CH3:26][O:27][C:28]1[N:33]=[CH:32][C:31]([C:2]2[N:11]=[C:10]([NH:12][CH2:13][C:14]3[CH:19]=[CH:18][CH:17]=[CH:16][N:15]=3)[C:9]3[C:4](=[CH:5][CH:6]=[CH:7][C:8]=3[C:20]3[CH:25]=[CH:24][CH:23]=[CH:22][CH:21]=3)[N:3]=2)=[CH:30][N:29]=1 |f:2.3.4,^1:52,54,73,92|. Procedure: To a solution of 2-chloro-5-phenyl-N-(pyridin-2-ylmethyl)quinazolin-4-amine (300 mg, 0.87 mmol) in DMF (20 mL) and H2O (2 mL) under nitrogen was added 2-methoxypyrimidin-5-ylboronic acid (199 mg, 1.30 mmol) and potassium carbonate (239 mg, 1.73 mmol). The resulting mixture was degassed with nitrogen for 15 min and then tetrakis(triphenylphosphine)palladium (100 mg, 0.086 mmol) was added. Upon completion of addition, the reaction mixture was again degassed with nitrogen for 10 min. After this tim... The reactants are N(=[N+]=[N-])C(CN1C2=C(C=3C=C(C=CC13)C)CN(CC2)C)C2=CC=NC=C2 (5-(2-azido-2-(pyridin-4-yl)ethyl)-2,3,4,5-tetrahydro-2,8-dimethyl-1H-pyrido[4,3-b]indole), [Cl-].[NH4+] (ammonium chloride). Reagents/catalysts: [Zn] (zinc). Solvent: CCO.O (EtOH water). Reaction conditions: temperature 80 celsius, time 45 minute. Product: CN1CC2=C(N(C=3C=CC(=CC23)C)CC(N)C2=CC=NC=C2)CC1 (2-(1,2,3,4-tetrahydro-2,8-dimethylpyrido[4,3-b]indol-5-yl)-1-(pyridin-4-yl)ethanamine). Yield: 54.0%. RXN SMILES: [N:1]([CH:4]([C:21]1[CH:26]=[CH:25][N:24]=[CH:23][CH:22]=1)[CH2:5][N:6]1[C:14]2[CH:13]=[CH:12][C:11]([CH3:15])=[CH:10][C:9]=2[C:8]2[CH2:16][N:17]([CH3:20])[CH2:18][CH2:19][C:7]1=2)=[N+]=[N-].[Cl-].[NH4+]>CCO.O.[Zn]>[CH3:20][N:17]1[CH2:18][CH2:19][C:7]2[N:6]([CH2:5][CH:4]([C:21]3[CH:22]=[CH:23][N:24]=[CH:25][CH:26]=3)[NH2:1])[C:14]3[CH:13]=[CH:12][C:11]([CH3:15])=[CH:10][C:9]=3[C:8]=2[CH2:16]1 |f:1.2,3.4|. Procedure details: To a solution of 5-(2-azido-2-(pyridin-4-yl)ethyl)-2,3,4,5-tetrahydro-2,8-dimethyl-1H-pyrido[4,3-b]indole (2.4 g, 6.93 mmol) in EtOH-water (25-2.5 mL) were added zinc dust (1.8 g, 27.7 mmol) and ammonium chloride (1.5 g, 27.74 mmol) and the reaction mixture stirred at 80° C. for 45 min. The reaction mixture was filtered and the filtrate was concentrated under reduced pressure. The residue was basified with aq. ammonia and extracted with EtOAc. The organic layer was dried over anhydrous sodium su... Starting materials: O=C(c1ncc[nH]1)c1ncc[nH]1, C1CCOC1, CC#CC(CC(=O)O)c1ccc(OCc2ccc(OC)cc2)cc1, Nc1nccs1, O. The product is CC#CC(CC(=O)Nc1nccs1)c1ccc(OCc2ccc(OC)cc2)cc1. RXN SMILES: [C:25]([c:26]1[nH:27][cH:28][cH:29][n:30]1)([c:31]1[nH:32][cH:33][cH:34][n:35]1)=[O:36].[CH2:37]1[O:38][CH2:39][CH2:40][CH2:41]1.[CH3:1][O:2][c:3]1[cH:4][cH:5][c:6]([CH2:9][O:10][c:11]2[cH:12][cH:13][c:14]([CH:17]([CH2:18][C:19](=[O:20])[OH:21])[C:22]#[C:23][CH3:24])[cH:15][cH:16]2)[cH:7][cH:8]1.[NH2:42][c:43]1[s:44][cH:45][cH:46][n:47]1.[OH2:48]>>[CH3:1][O:2][c:3]1[cH:4][cH:5][c:6]([CH2:9][O:10][c:11]2[cH:12][cH:13][c:14]([CH:17]([CH2:18][C:19](=[O:20])[NH:42][c:43]3[s:44][cH:45][cH:46][n:47]3)[C:22]#[C:23][CH3:24])[cH:15][cH:16]2)[cH:7][cH:8]1. The reactants are C(C)(=O)OCC (ethyl acetate), OC(CC[C@H]1[C@H](CN(CC1)CC#C)C(=O)OC)C1=CC=NC2=CC=C(C=C12)OC (methyl (3R,4R)-4-[3-(R,S)-hydroxy-3-(6-methoxyquinolin-4-yl)propyl]-1-(prop-2-ynyl)piperidine-3-carboxylate), cuprous iodide, BrC1=C(C=CC=C1F)F (1-bromo-2,6-difluorobenzene), O (water). The reagents and catalysts are C=1C=CC(=CC1)[P](C=2C=CC=CC2)(C=3C=CC=CC3)[Pd]([P](C=4C=CC=CC4)(C=5C=CC=CC5)C=6C=CC=CC6)([P](C=7C=CC=CC7)(C=8C=CC=CC8)C=9C=CC=CC9)[P](C=1C=CC=CC1)(C=1C=CC=CC1)C=1C=CC=CC1 (tetrakis(triphenylphosphine)palladium). Run in C(C)N(CC)CC (triethylamine). Conditions: temperature 20 celsius, time 5 minute. Yields the product OC(CC[C@H]1[C@H](CN(CC1)CC#CC1=C(C=CC=C1F)F)C(=O)OC)C1=CC=NC2=CC=C(C=C12)OC (methyl (3R,4R)-4-[3-(R,S)-hydroxy-3-(6-methoxyquinolin-4-yl)propyl]-1-[3-(2,6-difluorophenyl)prop-2-ynyl]piperidine-3-carboxylate). The yield is 40.1%. Reaction SMILES: [OH:1][CH:2]([C:18]1[C:27]2[C:22](=[CH:23][CH:24]=[C:25]([O:28][CH3:29])[CH:26]=2)[N:21]=[CH:20][CH:19]=1)[CH2:3][CH2:4][C@@H:5]1[CH2:10][CH2:9][N:8]([CH2:11][C:12]#[CH:13])[CH2:7][C@@H:6]1[C:14]([O:16][CH3:17])=[O:15].Br[C:31]1[C:36]([F:37])=[CH:35][CH:34]=[CH:33][C:32]=1[F:38].C(OCC)(=O)C.O>C(N(CC)CC)C.C1C=CC([P]([Pd]([P](C2C=CC=CC=2)(C2C=CC=CC=2)C2C=CC=CC=2)([P](C2C=CC=CC=2)(C2C=CC=CC=2)C2C=CC=CC=2)[P](C2C=CC=CC=2)(C2C=CC=CC=2)C2C=CC=CC=2)(C2C=CC=CC=2)C2C=CC=CC=2)=CC=1>[OH:1][CH:2]([C:18]1[C:27]2[C:22](=[CH:23][CH:24]=[C:25]([O:28][CH3:29])[CH:26]=2)[N:21]=[CH:20][CH:19]=1)[CH2:3][CH2:4][C@@H:5]1[CH2:10][CH2:9][N:8]([CH2:11][C:12]#[C:13][C:31]2[C:36]([F:37])=[CH:35][CH:34]=[CH:33][C:32]=2[F:38])[CH2:7][C@@H:6]1[C:14]([O:16][CH3:17])=[O:15] |^1:56,58,77,96|. Procedure: A mixture of 1.07 g of methyl (3R,4R)-4-[3-(R,S)-hydroxy-3-(6-methoxyquinolin-4-yl)propyl]-1-(prop-2-ynyl)piperidine-3-carboxylate in 10 cm3 of triethylamine was stirred for 5 minutes under an inert atmosphere at a temperature in the region of 20° C. 0.156 g of tetrakis(triphenylphosphine)palladium, 0.051 gof cuprous iodide, and 0.78 g of 1-bromo-2,6-difluorobenzene were added. The mixture was stirred for 3 hours 30 minutes at a temperature in the region of 80° C. After cooling to approximately ... Starting materials: Cc1cc(CBr)ccc1F, COC(=O)C(OC(C)(C)C)c1c(C)nc2[nH]ccc2c1-c1ccc(C)cc1, [H-], [Na+], CN(C)C=O, O. Yields the product COC(=O)C(OC(C)(C)C)c1c(C)nc2c(ccn2Cc2ccc(F)c(C)c2)c1-c1ccc(C)cc1. Reaction SMILES: [Br:30][CH2:31][c:32]1[cH:33][c:34]([CH3:39])[c:35]([F:38])[cH:36][cH:37]1.[C:1]([CH3:2])([CH3:3])([CH3:4])[O:5][CH:6]([C:7](=[O:8])[O:9][CH3:10])[c:11]1[c:12](-[c:21]2[cH:22][cH:23][c:24]([CH3:27])[cH:25][cH:26]2)[c:13]2[c:14]([n:15][c:16]1[CH3:17])[nH:18][cH:19][cH:20]2.[H-:28].[Na+:29].[O:40]=[CH:41][N:42]([CH3:43])[CH3:44].[OH2:45]>>[C:1]([CH3:2])([CH3:3])([CH3:4])[O:5][CH:6]([C:7](=[O:8])[O:9][CH3:10])[c:11]1[c:12](-[c:21]2[cH:22][cH:23][c:24]([CH3:27])[cH:25][cH:26]2)[c:13]2[c:14]([n:15][c:16]1[CH3:17])[n:18]([CH2:31][c:32]1[cH:33][c:34]([CH3:39])[c:35]([F:38])[cH:36][cH:37]1)[cH:19][cH:20]2.